Dataset: the Open Reaction Database (ORD), a public repository of structured organic reaction records. Task: describe an organic reaction: reactants, conditions, products, and yield Yields the product [I-].C1(CCCCC1)CC[P+](C1=CC=CC=C1)(C1=CC=CC=C1)C1=CC=CC=C1 ((2-Cyclohexyl-ethyl)-triphenyl-phosphonium iodide). Procedure: Dissolve (2-iodo-ethyl)-cyclohexane (3.0 g, 12.5 mmol) in toluene, add triphenyl-phosphine (3.1 g, 11.9 mmol) and stir at 80° C. over night. Cool the reaction mixture down to room temperature and isolate the product by filtration as a white solid (4.75 g). 1H-NMR (CDCl3) δ=0.78-0.96 (m, 2H), 1.01-1.34 (m, 3H), 1.44-1.74 (m, 2H), 3.56-3.70 (m, 2H), 7.66-7.90 (m, 15H). As a reaction SMILES: [I:1][CH2:2][CH2:3][CH:4]1[CH2:9][CH2:8][CH2:7][CH2:6][CH2:5]1.[C:10]1([P:16]([C:23]2[CH:28]=[CH:27][CH:26]=[CH:25][CH:24]=2)[C:17]2[CH:22]=[CH:21][CH:20]=[CH:19][CH:18]=2)[CH:15]=[CH:14][CH:13]=[CH:12][CH:11]=1>C1(C)C=CC=CC=1>[I-:1].[CH:4]1([CH2:3][CH2:2][P+:16]([C:17]2[CH:18]=[CH:19][CH:20]=[CH:21][CH:22]=2)([C:23]2[CH:28]=[CH:27][CH:26]=[CH:25][CH:24]=2)[C:10]2[CH:11]=[CH:12][CH:13]=[CH:14][CH:15]=2)[CH2:9][CH2:8][CH2:7][CH2:6][CH2:5]1 |f:3.4|. Solvent: C1(=CC=CC=C1)C (toluene). Conditions: temperature 80 celsius. Reactants: ICCC1CCCCC1 ((2-iodo-ethyl)-cyclohexane), C1(=CC=CC=C1)P(C1=CC=CC=C1)C1=CC=CC=C1 (triphenyl-phosphine). Starting materials: C1CCOC1, CC(=O)O, CC(C)[N-]C(C)C, COc1cccc2c1nc(C(F)F)n2-c1nc(Cl)nc(N2CCOCC2)n1, [Li+], COc1ccc(N)cn1, O. The product is COc1ccc(Nc2nc(N3CCOCC3)nc(-n3c(C(F)F)nc4c(OC)cccc43)n2)cn1. RXN SMILES: [CH2:45]1[O:46][CH2:47][CH2:48][CH2:49]1.[CH3:50][C:51](=[O:52])[OH:53].[CH:10]([N-:11][CH:12]([CH3:13])[CH3:14])([CH3:15])[CH3:16].[Cl:18][c:19]1[n:20][c:21](-[n:31]2[c:32]([CH:42]([F:43])[F:44])[n:33][c:34]3[c:35]2[cH:36][cH:37][cH:38][c:39]3[O:40][CH3:41])[n:22][c:23]([N:25]2[CH2:26][CH2:27][O:28][CH2:29][CH2:30]2)[n:24]1.[Li+:17].[NH2:1][c:2]1[cH:3][cH:4][c:5]([O:8][CH3:9])[n:6][cH:7]1.[OH2:54]>>[NH:1]([c:2]1[cH:3][cH:4][c:5]([O:8][CH3:9])[n:6][cH:7]1)[c:19]1[n:20][c:21](-[n:31]2[c:32]([CH:42]([F:43])[F:44])[n:33][c:34]3[c:35]2[cH:36][cH:37][cH:38][c:39]3[O:40][CH3:41])[n:22][c:23]([N:25]2[CH2:26][CH2:27][O:28][CH2:29][CH2:30]2)[n:24]1. Reactants: [H-].[Na+] (Sodium hydride), NC=1SC(=NN1)SCCN(CC)CC (2-amino-5-diethylaminoethylthio-1,3,4-thiadiazole), C(\C=C(/C)\CCC=C(C)C)OC1=CC=C(C(=O)O)C=C1 (4-Geranyloxybenzoic acid), C(=O)(N1C=NC=C1)N1C=NC=C1 (carbonyldiimidazole). The solvent is O1CCCC1 (tetrahydrofuran), O1CCCC1 (tetrahydrofuran). Reaction conditions: time 4 hour. The product is C(\C=C(/C)\CCC=C(C)C)OC1=CC=C(C(=O)NC=2SC(=NN2)SCCN(CC)CC)C=C1 (2-(4-geranyloxybenzoyl)amino-5-diethylaminoethylthio-1,3,4-thiadiazole). Isolated yield 87.7%. As a reaction SMILES: [H-].[Na+].[NH2:3][C:4]1[S:5][C:6]([S:9][CH2:10][CH2:11][N:12]([CH2:15][CH3:16])[CH2:13][CH3:14])=[N:7][N:8]=1.[CH2:17]([O:27][C:28]1[CH:36]=[CH:35][C:31]([C:32](O)=[O:33])=[CH:30][CH:29]=1)/[CH:18]=[C:19](/[CH2:21][CH2:22][CH:23]=[C:24]([CH3:26])[CH3:25])\[CH3:20].C(N1C=CN=C1)(N1C=CN=C1)=O>O1CCCC1>[CH2:17]([O:27][C:28]1[CH:29]=[CH:30][C:31]([C:32]([NH:3][C:4]2[S:5][C:6]([S:9][CH2:10][CH2:11][N:12]([CH2:15][CH3:16])[CH2:13][CH3:14])=[N:7][N:8]=2)=[O:33])=[CH:35][CH:36]=1)/[CH:18]=[C:19](/[CH2:21][CH2:22][CH:23]=[C:24]([CH3:26])[CH3:25])\[CH3:20] |f:0.1|. Procedure details: Sodium hydride (0.4 g) and 2-amino-5-diethylaminoethylthio-1,3,4-thiadiazole (1.4 g) were stirred in tetrahydrofuran (30 ml) for 30 minutes while being cooled with ice. 4-Geranyloxybenzoic acid (1.6 g) and carbonyldiimidazole (1.1 g) were stirred in tetrahydrofuran (30 ml) for 30 minutes at room temperature and the mixture was added to the former reaction mixture. The mixture was stirred for 4 hours at room temperature, and then concentrated under a vacuum. The residue, with water added thereto,... The reactants are C(C1=CC=CC=C1)OC(C[C@H](C(=O)N[C@@H](C(C)(C)C)C(NC)=O)NC(=O)OC(C)(C)C)=O (3(R)-t-butoxycarbonylamino-N-(2,2-dimethyl-1(S)-(methylcarbamoyl)propyl)succinamic acid benzyl ester), C(C1=CC=CC=C1)OC(C[C@H](C(=O)O)C1=CN(C=C1)C1=CC=C(C=C1)C1=CC=C(C=C1)C#N)=O (2(S)-[1-(4′-cyanobiphenyl-4-yl)-1H-pyrrol-3-yl]succinic acid 4-benzyl ester), N[C@H]1C(OCC1(C)C)=O (3(R)-amino-4,4-dimethyl-2-oxo-tetrahydrofuran), CN(C)C(=[N+](C)C)ON1C2=C(C=CC=C2)N=N1.[B-](F)(F)(F)F (TBTU), CN1CCOCC1 (N-methylmorpholine). The product is C(C1=CC=CC=C1)OC(C[C@H](C(=O)N[C@@H]1C(OCC1(C)C)=O)C1=CN(C=C1)C1=CC=C(C=C1)C1=CC=C(C=C1)C#N)=O (3(S)-[1-(4′-cyanobiphenyl-4-yl)-1H-pyrrol-3-yl]-N-(4,4-dimethyl-2-oxo-tetrahydrofuran-3(S)-yl)succinamic acid benzyl ester). Yield: 29.0%. As a reaction SMILES: [CH2:1]([O:8][C:9](=[O:32])[CH2:10][C@@H:11](NC(OC(C)(C)C)=O)[C:12]([NH:14][C@H:15]([C:20](=[O:23])NC)[C:16]([CH3:19])([CH3:18])[CH3:17])=[O:13])[C:2]1[CH:7]=[CH:6][CH:5]=[CH:4][CH:3]=1.C(OC(=O)C[C@@H]([C:47]1[CH:51]=[CH:50][N:49]([C:52]2[CH:57]=[CH:56][C:55]([C:58]3[CH:63]=[CH:62][C:61]([C:64]#[N:65])=[CH:60][CH:59]=3)=[CH:54][CH:53]=2)[CH:48]=1)C(O)=O)C1C=CC=CC=1.N[C@@H]1C(C)(C)C[O:70]C1=O.CN(C(ON1N=NC2C=CC=CC1=2)=[N+](C)C)C.[B-](F)(F)(F)F.CN1CCOCC1>>[CH2:1]([O:8][C:9](=[O:32])[CH2:10][C@@H:11]([C:51]1[CH:47]=[CH:48][N:49]([C:52]2[CH:53]=[CH:54][C:55]([C:58]3[CH:63]=[CH:62][C:61]([C:64]#[N:65])=[CH:60][CH:59]=3)=[CH:56][CH:57]=2)[CH:50]=1)[C:12]([NH:14][C@H:15]1[C:16]([CH3:17])([CH3:18])[CH2:19][O:70][C:20]1=[O:23])=[O:13])[C:2]1[CH:3]=[CH:4][CH:5]=[CH:6][CH:7]=1 |f:3.4|. Procedure: According to the procedure described in Example 1(b) for the preparation 3(R)-t-butoxycarbonylamino-N-(2,2-dimethyl-1(S)-(methylcarbamoyl)propyl)succinamic acid benzyl ester, 2(S)-[1-(4′-cyanobiphenyl-4-yl)-1H-pyrrol-3-yl]succinic acid 4-benzyl ester (prepared as described in Example 14(b)) and 3(R)-amino-4,4-dimethyl-2-oxo-tetrahydrofuran (see Freskos, J. N. Syn Commun. 1994, 24, 557-563) were coupled using TBTU with N-methylmorpholine as the base to provide a mixture of diastereomers which wer... The reactants are FC=1C(=CC(=C(N)C1)C)[N+](=O)[O-] (5-Fluoro-2-methyl-4-nitroaniline), N(=O)[O-].[Na+] (NaNO2). Solvent: CC(=O)O (AcOH), O (H2O). Run at time 28 hour. Yields the product FC1=C(C=C2C=NNC2=C1)[N+](=O)[O-] (6-Fluoro-5-nitro-1H-indazole). Isolated yield 42.4%. RXN SMILES: [F:1][C:2]1[C:3]([N+:10]([O-:12])=[O:11])=[CH:4][C:5]([CH3:9])=[C:6]([CH:8]=1)[NH2:7].[N:13]([O-])=O.[Na+]>CC(O)=O.O>[F:1][C:2]1[CH:8]=[C:6]2[C:5]([CH:9]=[N:13][NH:7]2)=[CH:4][C:3]=1[N+:10]([O-:12])=[O:11] |f:1.2|. Procedure details: The product of Step (b) (1.22 g, 7.17 mmol, 1.0 equiv) was dissolved In AcOH (62 mL). NaNO2 (0.495 g, 7.17 mmol, 1.0 equiv) was dissolved in H2O (1.5 mL) and added all at once via pipet. The reaction was warmed to room temperature and stirred for 28 hours. The reaction mixture was concentrated en vacuo to provide an orange solid, which was dried azeotropically several times with hexanes. The residue was purified by flash chromatography (linear gradient 20→60% EtOAc/hexanes) to afford 550 mg (43%...